From a dataset of the Open Reaction Database (ORD), a public repository of structured organic reaction records. describe an organic reaction: reactants, conditions, products, and yield Starting materials: COC(=O)C(C)O, Cc1ccccc1, Cn1c(C(F)(F)F)cc(=O)n(-c2cc(Oc3ccc(=O)[nH]c3)c(Cl)cc2F)c1=O, CC(C)OC(=O)N=NC(=O)OC(C)C, C1CCOC1, O, c1ccc(P(c2ccccc2)c2ccccc2)cc1. Yields the product COC(=O)C(C)Oc1ccc(Oc2cc(-n3c(=O)cc(C(F)(F)F)n(C)c3=O)c(F)cc2Cl)cn1. As a reaction SMILES: [C:30]([CH:31]([OH:32])[CH3:33])(=[O:34])[O:35][CH3:36].[CH3:70][c:71]1[cH:72][cH:73][cH:74][cH:75][cH:76]1.[Cl:1][c:2]1[c:3]([O:4][c:5]2[cH:6][cH:7][c:8](=[O:11])[nH:9][cH:10]2)[cH:12][c:13](-[n:17]2[c:18](=[O:29])[n:19]([CH3:28])[c:20]([C:24]([F:25])([F:26])[F:27])[cH:21][c:22]2=[O:23])[c:14]([F:16])[cH:15]1.[O:56]=[C:57]([O:58][CH:59]([CH3:60])[CH3:61])[N:62]=[N:63][C:64]([O:65][CH:66]([CH3:67])[CH3:68])=[O:69].[O:78]1[CH2:79][CH2:80][CH2:81][CH2:82]1.[OH2:77].[c:37]1([P:38]([c:39]2[cH:40][cH:41][cH:42][cH:43][cH:44]2)[c:45]2[cH:46][cH:47][cH:48][cH:49][cH:50]2)[cH:51][cH:52][cH:53][cH:54][cH:55]1>>[Cl:1][c:2]1[c:3]([O:4][c:5]2[cH:6][cH:7][c:8]([O:11][CH:31]([C:30](=[O:34])[O:35][CH3:36])[CH3:33])[n:9][cH:10]2)[cH:12][c:13](-[n:17]2[c:18](=[O:29])[n:19]([CH3:28])[c:20]([C:24]([F:25])([F:26])[F:27])[cH:21][c:22]2=[O:23])[c:14]([F:16])[cH:15]1.